Dataset: the Open Reaction Database (ORD), a public repository of structured organic reaction records. Task: describe an organic reaction: reactants, conditions, products, and yield The reactants are CC1(N=C(OC1)N)C1=CC=C(C=C1)OC(F)(F)F ((RS)-4-Methyl-4-(4-trifluoromethoxy-phenyl)-4,5-dihydro-oxazol-2-ylamine). The solvent is CCO.CCCCCCC (EtOH heptane). Product: C[C@]1(N=C(OC1)N)C1=CC=C(C=C1)OC(F)(F)F ((S)-4-methyl-4-(4-trifluoromethoxy-phenyl)-4,5-dihydro-oxazol-2-ylamine). Reaction SMILES: [CH3:1][C:2]1([C:8]2[CH:13]=[CH:12][C:11]([O:14][C:15]([F:18])([F:17])[F:16])=[CH:10][CH:9]=2)[CH2:6][O:5][C:4]([NH2:7])=[N:3]1>CCO.CCCCCCC>[CH3:1][C@:2]1([C:8]2[CH:9]=[CH:10][C:11]([O:14][C:15]([F:18])([F:16])[F:17])=[CH:12][CH:13]=2)[CH2:6][O:5][C:4]([NH2:7])=[N:3]1 |f:1.2|. Procedure: ((RS)-4-Methyl-4-(4-trifluoromethoxy-phenyl)-4,5-dihydro-oxazol-2-ylamine was sepa-rated by chiral HPLC (Chiralpak AD, EtOH/heptane 10:90) to give (S)-4-methyl-4-(4-trifluoromethoxy-phenyl)-4,5-dihydro-oxazol-2-ylamine. (+)-Enantiomer. Viscous colorless oil. Procedure: Substantially the same procedure as in Example 7 was repeated using 3.00 g (15.1 mmol) of 5,6-diamino-1,3-diethyluracil and 3.06 g (16.6 mmol) of 3,5-difluorocinnamic acid. Then, the resultant crude crystals were recrystallized from dioxane/water to give 3.30 g (yield 63%) of Compound 150 as pale yellow plates. Isolated yield 63.1%. RXN SMILES: [NH2:1][C:2]1[C:3](=[O:14])[N:4]([CH2:12][CH3:13])[C:5](=[O:11])[N:6]([CH2:9][CH3:10])[C:7]=1[NH2:8].[F:15][C:16]1[CH:17]=[C:18]([CH:24]=[C:25]([F:27])[CH:26]=1)[CH:19]=[CH:20][C:21](O)=O>>[F:15][C:16]1[CH:17]=[C:18]([CH:24]=[C:25]([F:27])[CH:26]=1)/[CH:19]=[CH:20]/[C:21]1[NH:1][C:2]2[C:3](=[O:14])[N:4]([CH2:12][CH3:13])[C:5](=[O:11])[N:6]([CH2:9][CH3:10])[C:7]=2[N:8]=1. Reactants: NC=1C(N(C(N(C1N)CC)=O)CC)=O (5,6-diamino-1,3-diethyluracil), FC=1C=C(C=CC(=O)O)C=C(C1)F (3,5-difluorocinnamic acid). The product is FC=1C=C(/C=C/C2=NC=3N(C(N(C(C3N2)=O)CC)=O)CC)C=C(C1)F ((E)-8-(3,5-Difluorostyryl)-1,3-diethylxanthine). The reactants are CC(C(=O)Cl)(CC)C (2,2-dimethylbutyryl chloride), C(C)(=O)O[C@H]1C[C@H]2C[C@H]([C@H]3[C@@H]4CC[C@@H]([C@@]4(C)[C@H](C[C@@H]3[C@]2(CC1)C)O)C(CC=C(C1=CC=CC=C1)C1=CC=CC=C1)C)OC(C)=O (3α,7α-diacetoxy-12α-hydroxy-17β-[(1,1-diphenyl)-1-penten-4-yl]-5β-androstane), N1(CCCC1)C1=CC=NC=C1 (4-pyrrolidinopyridine), CC(C(=O)Cl)(CC)C (2,2-dimethylbutyryl chloride). Run in N1=CC=CC=C1 (pyridine), CCOCC (ether), CCCCCC (hexane). Reaction conditions: temperature 110 celsius, time 16 hour. Product: C(C)(=O)O[C@H]1C[C@H]2C[C@H]([C@H]3[C@@H]4CC[C@@H]([C@@]4(C)[C@H](C[C@@H]3[C@]2(CC1)C)OC(C(CC)(C)C)=O)C(CC=C(C1=CC=CC=C1)C1=CC=CC=C1)C)OC(C)=O (3α,7α-diacetoxy-12α-(2,2-dimethyl)butyryloxy-17β-[(1,1-diphenyl)-1-penten-4-yl]-5β-androstane). As a reaction SMILES: [C:1]([O:4][C@@H:5]1[CH2:22][CH2:21][C@@:20]2([CH3:23])[C@H:7]([CH2:8][C@@H:9]([O:42][C:43](=[O:45])[CH3:44])[C@@H:10]3[C@@H:19]2[CH2:18][C@H:17]([OH:24])[C@@:15]2([CH3:16])[C@H:11]3[CH2:12][CH2:13][C@@H:14]2[CH:25]([CH3:41])[CH2:26][CH:27]=[C:28]([C:35]2[CH:40]=[CH:39][CH:38]=[CH:37][CH:36]=2)[C:29]2[CH:34]=[CH:33][CH:32]=[CH:31][CH:30]=2)[CH2:6]1)(=[O:3])[CH3:2].N1(C2C=CN=CC=2)CCCC1.[CH3:57][C:58]([CH3:64])([CH2:62][CH3:63])[C:59](Cl)=[O:60]>N1C=CC=CC=1.CCOCC.CCCCCC>[C:1]([O:4][C@@H:5]1[CH2:22][CH2:21][C@@:20]2([CH3:23])[C@H:7]([CH2:8][C@@H:9]([O:42][C:43](=[O:45])[CH3:44])[C@@H:10]3[C@@H:19]2[CH2:18][C@H:17]([O:24][C:59](=[O:60])[C:58]([CH3:64])([CH3:57])[CH2:62][CH3:63])[C@@:15]2([CH3:16])[C@H:11]3[CH2:12][CH2:13][C@@H:14]2[CH:25]([CH3:41])[CH2:26][CH:27]=[C:28]([C:29]2[CH:30]=[CH:31][CH:32]=[CH:33][CH:34]=2)[C:35]2[CH:40]=[CH:39][CH:38]=[CH:37][CH:36]=2)[CH2:6]1)(=[O:3])[CH3:2]. Reported procedure: A mixture of 3α,7α-diacetoxy-12α-hydroxy-17β-[(1,1-diphenyl)-1-penten-4-yl]-5β-androstane (7.6 g), 4-pyrrolidinopyridine (0.184 g) and 2,2-dimethylbutyryl chloride (2.0 g) in pyridine (40 ml) is heated at 110° C. for about 1 hour, additional 2,2-dimethylbutyryl chloride (2.0 g) is added and heating is continued for about 16 hours. The mixture is cooled, diluted with 20% ether in hexane and the organic solution washed with 1.0M hydrochloric acid, saturated sodium chloride solution, dried over mag... The reactants are [Cl-].[Al+3].[Cl-].[Cl-] (Aluminum chloride), ice water, ClC1=C(C(=O)Cl)C=CC(=C1)Cl (2,4-dichlorobenzoyl chloride), COC(=O)C1=CC2=C(OC(=C2)C)C=C1 (5-(methoxycarbonyl)-2-methylbenzo[b]furan). Run in C(Cl)Cl (methylene chloride). Reaction conditions: time 1.5 hour. The product is ClC1=C(C(=O)C=2C3=C(OC2C)C=CC(=C3)C(=O)OC)C=CC(=C1)Cl (3-(2,4-Dichlorobenzoyl)-5-(methoxycarbonyl)-2-methylbenzo[b]furan). As a reaction SMILES: [Cl-].[Al+3].[Cl-].[Cl-].[Cl:5][C:6]1[CH:14]=[C:13]([Cl:15])[CH:12]=[CH:11][C:7]=1[C:8](Cl)=[O:9].[CH3:16][O:17][C:18]([C:20]1[CH:29]=[CH:28][C:23]2[O:24][C:25]([CH3:27])=[CH:26][C:22]=2[CH:21]=1)=[O:19]>C(Cl)Cl>[Cl:5][C:6]1[CH:14]=[C:13]([Cl:15])[CH:12]=[CH:11][C:7]=1[C:8]([C:26]1[C:22]2[CH:21]=[C:20]([C:18]([O:17][CH3:16])=[O:19])[CH:29]=[CH:28][C:23]=2[O:24][C:25]=1[CH3:27])=[O:9] |f:0.1.2.3|. Procedure: Aluminum chloride (2.52 g, 18.9 mmol) was suspended in methylene chloride (25 ml) and 2,4-dichlorobenzoyl chloride (1.98 g, 9.5 mmol) was added. Then, 5-(methoxycarbonyl)-2-methylbenzo[b]furan (1.5 g, 7.9 mmol) was added and the mixture was stirred at room temperature for 1.5 hr. The reaction mixture was poured into ice water and extracted with ethyl acetate. The organic layer was washed with a saturated aqueous solution of sodium hydrogencarbonate (twice) and then saturated brine, and dried ove... Reactants: C1(=CC=CC=C1)C(C(=O)OCC)=O (Ethyl phenylglyoxylate), C(CCC(=O)O)(=O)O (succinic acid). Product: O[C@H](C(=O)OCC)C1=CC=CC=C1 (ethyl (S)-(+)-2-hydroxy-2-phenylacetate). Yield: 87.0%. RXN SMILES: [C:1]1([C:7](=[O:13])[C:8]([O:10][CH2:11][CH3:12])=[O:9])[CH:6]=[CH:5][CH:4]=[CH:3][CH:2]=1.C(O)(=O)CCC(O)=O>>[OH:13][C@@H:7]([C:1]1[CH:6]=[CH:5][CH:4]=[CH:3][CH:2]=1)[C:8]([O:10][CH2:11][CH3:12])=[O:9]. Procedure: Ethyl phenylglyoxylate acid (0.5 g) was asymmetrically reduced in the same manner as in Example 19, except that 1.33 g (11.2 mmol) of succinic acid was used in place of benzoic acid, giving 0.44 g of ethyl (S)-(+)-2-hydroxy-2-phenylacetate, having a specific rotation [α]D18 of +19.4° (cl. 18, CHCl3). The synthesis yield was 87% and the optical yield was 15% e.e. (see Reference 7).